This data is from the Open Reaction Database (ORD), a public repository of structured organic reaction records. The task is: describe an organic reaction: reactants, conditions, products, and yield Product: COC1=CC=C2C(=N1)NC1=C2N=C(C=C1C(=O)O)C1=CC=C(C=C1)OC (7-methoxy-2-(4-methoxyphenyl)-5H-pyrido[2′,3′:4,5]pyrrolo[2,3-b]pyridine-4-carboxylic acid). The reactants are [OH-].[Na+] (sodium hydroxide), COC1=CC=C2C(=N1)NC1=C2N=C(C=C1C(=O)OC)C1=CC=C(C=C1)OC (methyl 7-methoxy-2-(4-methoxyphenyl)-5H-pyrido[2′,3′:4,5]pyrrolo[2,3-b]pyridine-4-carboxylate). As a reaction SMILES: [OH-].[Na+].[CH3:3][O:4][C:5]1[N:10]=[C:9]2[NH:11][C:12]3[C:17]([C:18]([O:20]C)=[O:19])=[CH:16][C:15]([C:22]4[CH:27]=[CH:26][C:25]([O:28][CH3:29])=[CH:24][CH:23]=4)=[N:14][C:13]=3[C:8]2=[CH:7][CH:6]=1>O1CCCC1.CO>[CH3:3][O:4][C:5]1[N:10]=[C:9]2[NH:11][C:12]3[C:17]([C:18]([OH:20])=[O:19])=[CH:16][C:15]([C:22]4[CH:23]=[CH:24][C:25]([O:28][CH3:29])=[CH:26][CH:27]=4)=[N:14][C:13]=3[C:8]2=[CH:7][CH:6]=1 |f:0.1|. Run at time 1 hour. The yield is 96.4%. Reported procedure: Aqueous sodium hydroxide (1.0 N, 0.66 mL, 0.66 mmol) was added to a solution of methyl 7-methoxy-2-(4-methoxyphenyl)-5H-pyrido[2′,3′:4,5]pyrrolo[2,3-b]pyridine-4-carboxylate (80 mg, 0.22 mmol) in a mixture of tetrahydrofuran (3 mL) and methanol (1 mL). After 1 hr, the organic solvents were removed on the rotary evaporator. The residue was diluted with water to bring most of the solid into solution and sufficient 1.0 N aqueous HCl was added to bring the pH of the mixture to about 3. After stirrin... Run in O1CCCC1 (tetrahydrofuran), CO (methanol). The reactants are COc1cc(CBr)ccc1-c1ccccc1C#N, CCCC(=O)CC(=O)OCC, Cl, [H-], [Na+], C1CCOC1. The product is CCCC(=O)C(Cc1ccc(-c2ccccc2C#N)c(OC)c1)C(=O)OCC. Reaction SMILES: [Br:14][CH2:15][c:16]1[cH:17][c:18]([O:30][CH3:31])[c:19](-[c:22]2[c:23]([C:28]#[N:29])[cH:24][cH:25][cH:26][cH:27]2)[cH:20][cH:21]1.[C:3]([CH2:4][CH2:5][CH3:6])(=[O:7])[CH2:8][C:9](=[O:10])[O:11][CH2:12][CH3:13].[ClH:32].[H-:1].[Na+:2].[O:33]1[CH2:34][CH2:35][CH2:36][CH2:37]1>>[C:3]([CH2:4][CH2:5][CH3:6])(=[O:7])[CH:8]([C:9](=[O:10])[O:11][CH2:12][CH3:13])[CH2:15][c:16]1[cH:17][c:18]([O:30][CH3:31])[c:19](-[c:22]2[c:23]([C:28]#[N:29])[cH:24][cH:25][cH:26][cH:27]2)[cH:20][cH:21]1. The reactants are FC=1C=C(CNC(=O)C2(C3=CC=CC=C3C=3C=CC=CC23)CCCCBr)C=CC1F (9-(4-bromo-butyl)-9H-fluorene-9-carboxylic acid-3,4-difluoro-benzylamide), C[C@@H]1CN(C[C@@H](N1)C)C1=NC2=CC=CC=C2C=C1 (2-(cis-3,5-dimethyl-piperazin-1-yl)-quinoline). The product is FC=1C=C(CNC(=O)C2(C3=CC=CC=C3C=3C=CC=CC23)CCCCN2[C@H](CN(C[C@H]2C)C2=NC3=CC=CC=C3C=C2)C)C=CC1F (9-[4-(cis-2,6-dimethyl-4-quinolin-2-yl-piperazin-1-yl)-butyl]-9H-fluorene-9-carboxylic acid-3,4-difluoro-benzylamide). RXN SMILES: [F:1][C:2]1[CH:3]=[C:4]([CH:27]=[CH:28][C:29]=1[F:30])[CH2:5][NH:6][C:7]([C:9]1([CH2:22][CH2:23][CH2:24][CH2:25]Br)[C:21]2[CH:20]=[CH:19][CH:18]=[CH:17][C:16]=2[C:15]2[C:10]1=[CH:11][CH:12]=[CH:13][CH:14]=2)=[O:8].[CH3:31][C@H:32]1[NH:37][C@@H:36]([CH3:38])[CH2:35][N:34]([C:39]2[CH:48]=[CH:47][C:46]3[C:41](=[CH:42][CH:43]=[CH:44][CH:45]=3)[N:40]=2)[CH2:33]1>>[F:1][C:2]1[CH:3]=[C:4]([CH:27]=[CH:28][C:29]=1[F:30])[CH2:5][NH:6][C:7]([C:9]1([CH2:22][CH2:23][CH2:24][CH2:25][N:37]2[C@H:36]([CH3:38])[CH2:35][N:34]([C:39]3[CH:48]=[CH:47][C:46]4[C:41](=[CH:42][CH:43]=[CH:44][CH:45]=4)[N:40]=3)[CH2:33][C@@H:32]2[CH3:31])[C:21]2[CH:20]=[CH:19][CH:18]=[CH:17][C:16]=2[C:15]2[C:10]1=[CH:11][CH:12]=[CH:13][CH:14]=2)=[O:8]. Reported procedure: Prepared analogously to Example 2 from 9-(4-bromo-butyl)-9H-fluorene-9-carboxylic acid-3,4-difluoro-benzylamide and 2-(cis-3,5-dimethyl-piperazin-1-yl)-quinoline. Starting materials: C1(=CC=C(C=C1)S(=O)(=O)O)C (para-toluenesulfonic acid), OC1=CC=2CCC=3[C@@H]4CCC([C@@]4(C)CCC3C2C=C1)=O (3-hydroxy-estra-1,3,5(10),8-tetraen-17-one), N1=CC=CC=C1 (pyridine). Run in O1CCCC1 (tetrahydrofuran), O1CCCC=C1 (dihydropyran), C(C)(=O)OCC (ethyl acetate). Product: O1C(CCCC1)OC1=CC=2CCC=3[C@@H]4CCC([C@@]4(C)CCC3C2C=C1)=O (3-tetrahydropyranyloxy-estra-1,3,5(10),8-tetraen-17-one). RXN SMILES: [OH:1][C:2]1[CH:19]=[CH:18][C:17]2[C:16]3[CH2:15][CH2:14][C@@:12]4([CH3:13])[C@@H:8]([CH2:9][CH2:10][C:11]4=[O:20])[C:7]=3[CH2:6][CH2:5][C:4]=2[CH:3]=1.C1(C)C=CC(S(O)(=O)=[O:28])=CC=1.N1[CH:37]=[CH:36][CH:35]=[CH:34][CH:33]=1>O1CCCC1.O1C=CCCC1.C(OCC)(=O)C>[O:28]1[CH2:37][CH2:36][CH2:35][CH2:34][CH:33]1[O:1][C:2]1[CH:19]=[CH:18][C:17]2[C:16]3[CH2:15][CH2:14][C@@:12]4([CH3:13])[C@@H:8]([CH2:9][CH2:10][C:11]4=[O:20])[C:7]=3[CH2:6][CH2:5][C:4]=2[CH:3]=1. Reported procedure: A suspension of 2.0 g of 3-hydroxy-estra-1,3,5(10),8-tetraen-17-one in 20 ml of tetrahydrofuran and 2.0 ml of dihydropyran is stirred with 9.4 mg of para-toluenesulfonic acid for 3 hours at room temperature. Then, 0.3 ml of pyridine is added, diluted with ethyl acetate, washed with sodium bicarbonate solution as well as with saturated sodium chloride solution, dried on sodium sulfate, concentrated by evaporation in a vacuum and chromatographed on silica gel with hexane/acetone/triethylamine. 2.4...